This data is from the Open Reaction Database (ORD), a public repository of structured organic reaction records. The task is: describe an organic reaction: reactants, conditions, products, and yield The reactants are FC(C1=CC=C(C=N1)C=O)(F)F (6-Trifluormethylpyridine-3-carbaldehyde), C(C1=CC=CC=C1)OC(=O)NC(C(=O)OC)P(=O)(OC)OC (methyl {[(benzyloxy)carbonyl]amino}(dimethoxyphosphoryl)acetate), N,N,N,N-tetramethylguanidine. Run in C1CCOC1 (THF). Reaction conditions: temperature -70 celsius, time 12 hour. The product is C(C1=CC=CC=C1)OC(=O)N\C(\C(=O)OC)=C/C=1C=NC(=CC1)C(F)(F)F (Methyl (2Z)-2-{[(benzyloxy)carbonyl]amino}-3-(6-trifluoromethylpyridin-3-yl)acrylate). Reaction SMILES: [F:1][C:2]([F:12])([F:11])[C:3]1[N:8]=[CH:7][C:6]([CH:9]=O)=[CH:5][CH:4]=1.[CH2:13]([O:20][C:21]([NH:23][CH:24](P(OC)(OC)=O)[C:25]([O:27][CH3:28])=[O:26])=[O:22])[C:14]1[CH:19]=[CH:18][CH:17]=[CH:16][CH:15]=1>C1COCC1>[CH2:13]([O:20][C:21]([NH:23]/[C:24](=[CH:9]\[C:6]1[CH:7]=[N:8][C:3]([C:2]([F:12])([F:11])[F:1])=[CH:4][CH:5]=1)/[C:25]([O:27][CH3:28])=[O:26])=[O:22])[C:14]1[CH:15]=[CH:16][CH:17]=[CH:18][CH:19]=1. Procedure: 6-Trifluormethylpyridine-3-carbaldehyde (4.85 g, 27.70 mmol) and methyl {[(benzyloxy)carbonyl]amino}(dimethoxyphosphoryl)acetate (9.17 g, 27.70 mmol, 1.0 equivalent) are dissolved in THF (70 ml) and cooled to −70° C. At −70° C., N,N,N,N-tetramethylguanidine (6.38 g, 55.39 mmol, 6.95 ml, 2.0 equivalents) is slowly added dropwise and then stirred at −70° C. for 4 h and subsequently at RT for 12 h. The reaction mixture is concentrated and then extracted from water with ethyl acetate (2×100 ml), and... The reactants are ice water, C(C)(C)(C)NCC(COC1=C2CC(NC2=CC=C1)=O)O (4-(3-tert-butylamino-2-hydroxypropoxy)oxindole), C(C1=CC=CC=C1)(=O)O (benzoic acid), C(C1=CC=CC=C1)(=O)OC(C1=CC=CC=C1)=O (benzoic acid anhydride), N (ammonia). Solvent: CN(P(N(C)C)(N(C)C)=O)C (hexamethylphosphoric acid triamide). Yields the product C(C1=CC=CC=C1)(=O)OC(COC1=C2CC(NC2=CC=C1)=O)CNC(C)(C)C (4-(2-benzoyloxy-3-tert-butylaminopropoxy)oxindole). Reaction SMILES: [C:1]([NH:5][CH2:6][CH:7]([OH:20])[CH2:8][O:9][C:10]1[CH:18]=[CH:17][CH:16]=[C:15]2[C:11]=1[CH2:12][C:13](=[O:19])[NH:14]2)([CH3:4])([CH3:3])[CH3:2].[C:21](O)(=[O:28])[C:22]1[CH:27]=[CH:26][CH:25]=[CH:24][CH:23]=1.C(OC(=O)C1C=CC=CC=1)(=O)C1C=CC=CC=1.N>CN(C)P(=O)(N(C)C)N(C)C>[C:21]([O:20][CH:7]([CH2:6][NH:5][C:1]([CH3:4])([CH3:2])[CH3:3])[CH2:8][O:9][C:10]1[CH:18]=[CH:17][CH:16]=[C:15]2[C:11]=1[CH2:12][C:13](=[O:19])[NH:14]2)(=[O:28])[C:22]1[CH:27]=[CH:26][CH:25]=[CH:24][CH:23]=1. Procedure: 1 g of 4-(3-tert-butylamino-2-hydroxypropoxy)oxindole is dissolved in 20 cc of hexamethylphosphoric acid triamide and the solution is allowed to stand at room temperature for 16 hours together with 7.9 g of benzoic acid and 0.9 g of benzoic acid anhydride. The mixture is poured into ice water, is rendered alkaline with a 10% ammonia solution and is extracted with methylene chloride. The title compound is obtained as evaporation residue of the methylene chloride phase; the hydrogen oxalate of the... The reactants are C(C)=O (acetaldehyde), C(C)(C)(C)OC(=O)NC(C1CNC1)NC(=O)OC(C)(C)C (3-[bis-(tert-butoxycarbonyl-amino)methyl]azetidine), C(C)(C)(C)OC(=O)NC(C1CNC1)NC(=O)OC(C)(C)C (3-[bis-(tert-butoxycarbonyl-amino)methyl]azetidine). Reagents/catalysts: [Pd] (palladium on carbon). Solvent: C(C)O (ethanol). Conditions: time 30 minute. Product: C(C)(C)(C)OC(=O)NC(C1CN(C1)CC)NC(=O)OC(C)(C)C (3-[bis-(tert-butoxycarbonylamino)methyl]-1-ethylazetidine). The yield is 75.9%. Reaction SMILES: [CH:1](=O)[CH3:2].[C:4]([O:8][C:9]([NH:11][CH:12]([NH:17][C:18]([O:20][C:21]([CH3:24])([CH3:23])[CH3:22])=[O:19])[CH:13]1[CH2:16][NH:15][CH2:14]1)=[O:10])([CH3:7])([CH3:6])[CH3:5]>C(O)C.[Pd]>[C:21]([O:20][C:18]([NH:17][CH:12]([NH:11][C:9]([O:8][C:4]([CH3:7])([CH3:6])[CH3:5])=[O:10])[CH:13]1[CH2:14][N:15]([CH2:1][CH3:2])[CH2:16]1)=[O:19])([CH3:24])([CH3:23])[CH3:22]. Reported procedure: A mixture of acetaldehyde (1.5 g) and 3-[bis-(tert-butoxycarbonyl-amino)methyl]azetidine (Intermediate 151, 1.0 g) in ethanol (20 mL) was stirred at room temperature for 30 minutes and then 10% palladium on carbon (0.3 g) was added. The mixture was stirred under an atmosphere of hydrogen overnight. The solid was filtered off and the filtrate was evaporated to dryness. The residue was purified by chromatography on silica, eluting with a mixture of methanol and DCM (10%) to give 3-[bis-(tert-butox... Procedure details: N-(2-Fluorosulfonylethyl)-N-ethylaniline (22.8 g, 0.1 n) is stirred in water (200 ml) and potassium hydroxide (10 g) for 1-3 hrs. or until thin-layer chromatography shows reaction to be complete. The product is not isolated but is used as an aqueous solution in the coupling reaction. The product is [K]C(CN(C1=CC=CC=C1)CC)S(=O)(=O)O (N-(2-Potassiosulfoethyl)-N-ethylaniline). Reactants: FS(=O)(=O)CCN(C1=CC=CC=C1)CC (N-(2-Fluorosulfonylethyl)-N-ethylaniline), [OH-].[K+] (potassium hydroxide). Reaction SMILES: F[S:2]([CH2:5][CH2:6][N:7]([CH2:14][CH3:15])[C:8]1[CH:13]=[CH:12][CH:11]=[CH:10][CH:9]=1)(=[O:4])=[O:3].[OH-:16].[K+:17]>O>[K:17][CH:5]([S:2]([OH:16])(=[O:4])=[O:3])[CH2:6][N:7]([CH2:14][CH3:15])[C:8]1[CH:13]=[CH:12][CH:11]=[CH:10][CH:9]=1 |f:1.2|. Solvent: O (water). Product: COc1ccc(NC(c2ccc(Cl)cc2CNC(=O)C2CCCN2)C(F)F)cc1. The reactants are ClCCl, COc1ccc(NC(c2ccc(Cl)cc2CNC(=O)C2CCCN2C(=O)OC(C)(C)C)C(F)F)cc1, O=C(O)C(F)(F)F. Reaction SMILES: [Cl:44][CH2:45][Cl:46].[Cl:8][c:9]1[cH:10][cH:11][c:12]([CH:31]([CH:32]([F:33])[F:34])[NH:35][c:36]2[cH:37][cH:38][c:39]([O:42][CH3:43])[cH:40][cH:41]2)[c:13]([CH2:14][NH:15][C:16]([CH:17]2[N:18]([C:22]([O:23][C:24]([CH3:25])([CH3:26])[CH3:27])=[O:28])[CH2:19][CH2:20][CH2:21]2)=[O:29])[cH:30]1.[F:1][C:2]([F:3])([F:4])[C:5]([OH:6])=[O:7]>>[Cl:8][c:9]1[cH:10][cH:11][c:12]([CH:31]([CH:32]([F:33])[F:34])[NH:35][c:36]2[cH:37][cH:38][c:39]([O:42][CH3:43])[cH:40][cH:41]2)[c:13]([CH2:14][NH:15][C:16]([CH:17]2[NH:18][CH2:19][CH2:20][CH2:21]2)=[O:29])[cH:30]1. The reactants are CS(=O)(=O)OC[C@@H]1N(CCN(C1)S(=O)(=O)C=1SC=CC1)C1=CC=C(C=C1)C(C(F)(F)F)(C)O (((2R)-4-(2-thiophenylsulfonyl)-1-(4-(2,2,2-trifluoro-1-hydroxy-1-methylethyl)phenyl)-2-piperazinyl)methyl methanesulfonate), CS(=O)(=O)OC[C@@H]1N(CCN(C1)S(=O)(=O)C=1SC=CC1)C1=CC=C(C=C1)C(C(F)(F)F)(C)O (((2R)-4-(2-thiophenylsulfonyl)-1-(4-(2,2,2-trifluoro-1-hydroxy-1-methylethyl)phenyl)-2-piperazinyl)methyl methanesulfonate), C(C)(C)C1C(NCCN1)=O (3-isopropylpiperazin-2-one), C([O-])([O-])=O.[K+].[K+] (potassium carbonate). Solvent: C(C)#N (acetonitrile), CCOC(=O)C (EtOAc). Yields the product CC(C)C1C(NCCN1C[C@@H]1N(CCN(C1)S(=O)(=O)C=1SC=CC1)C1=CC=C(C=C1)C(C(F)(F)F)(C)O)=O (3-(1-methylethyl)-4-(((2S)-4-(2-thiophenylsulfonyl)-1-(4-(2,2,2-trifluoro-1-hydroxy-1-methylethyl)phenyl)-2-piperazinyl)methyl)-2-piperazinone). As a reaction SMILES: CS(O[CH2:6][C@H:7]1[CH2:12][N:11]([S:13]([C:16]2[S:17][CH:18]=[CH:19][CH:20]=2)(=[O:15])=[O:14])[CH2:10][CH2:9][N:8]1[C:21]1[CH:26]=[CH:25][C:24]([C:27]([OH:33])([CH3:32])[C:28]([F:31])([F:30])[F:29])=[CH:23][CH:22]=1)(=O)=O.[CH:34]([CH:37]1[NH:42][CH2:41][CH2:40][NH:39][C:38]1=[O:43])([CH3:36])[CH3:35].C(=O)([O-])[O-].[K+].[K+]>C(#N)C.CCOC(C)=O>[CH3:35][CH:34]([CH:37]1[N:42]([CH2:6][C@H:7]2[CH2:12][N:11]([S:13]([C:16]3[S:17][CH:18]=[CH:19][CH:20]=3)(=[O:14])=[O:15])[CH2:10][CH2:9][N:8]2[C:21]2[CH:22]=[CH:23][C:24]([C:27]([OH:33])([CH3:32])[C:28]([F:31])([F:30])[F:29])=[CH:25][CH:26]=2)[CH2:41][CH2:40][NH:39][C:38]1=[O:43])[CH3:36] |f:2.3.4|. Procedure: ((2R)-4-(2-thiophenylsulfonyl)-1-(4-(2,2,2-trifluoro-1-hydroxy-1-methylethyl)phenyl)-2-piperazinyl)methyl methanesulfonate (250 mg, 0.473 mmol, Intermediate B), 3-isopropylpiperazin-2-one (67.3 mg, 0.473 mmol, ChemBridge, San Diego, Calif.), and potassium carbonate (196 mg, 1.419 mmol, Sigma-Aldrich, St. Louis, Mo.) in acetonitrile (3.15 mL) was heated to 120° C. for 30 min After the reaction was allowed to cool to room temperature, the mixture was diluted with EtOAc and the solids were removed ... Reactants: O=C1COC2=C1C=CC(=C2)COC(C)=O (acetic acid 3-oxo-2,3-dihydro-benzofuran-6-ylmethyl ester), C(=O)(O)C=P(C1=CC=CC=C1)(C1=CC=CC=C1)C1=CC=CC=C1 ((caboxymethylene)triphenyl phosphorane), C1(=CC=CC=C1)C (toluene). Product: C(C)OC(CC1=COC2=C1C=CC(=C2)COC(C)=O)=O ((6-acetoxymethyl-benzofuran-3-yl)-acetic acid ethyl ester), solid. The yield is 57.0%. As a reaction SMILES: O=[C:2]1[C:6]2[CH:7]=[CH:8][C:9]([CH2:11][O:12][C:13](=[O:15])[CH3:14])=[CH:10][C:5]=2[O:4][CH2:3]1.[C:16]([CH:19]=P(C1C=CC=CC=1)(C1C=CC=CC=1)C1C=CC=CC=1)([OH:18])=[O:17].[C:39]1(C)C=CC=C[CH:40]=1>>[CH2:39]([O:18][C:16](=[O:17])[CH2:19][C:2]1[C:6]2[CH:7]=[CH:8][C:9]([CH2:11][O:12][C:13](=[O:15])[CH3:14])=[CH:10][C:5]=2[O:4][CH:3]=1)[CH3:40]. Procedure: To a solution of acetic acid 3-oxo-2,3-dihydro-benzofuran-6-ylmethyl ester (1.50 g, 7.27 mmol) in toluene (260 mL) was added (caboxymethylene)triphenyl phosphorane (12.67 g, 36.37 mmol) and the mixture was refluxed for 24 h. The reaction mixture was allowed to cool to room temperature and concentrated. The residue was purified by column chromatography (ethylacetate:hexane; 5:95) to give the (6-acetoxymethyl-benzofuran-3-yl)-acetic acid ethyl ester as a off white solid (1.15 g, 57%). 1H NMR (CDCl... Reactants: ClCCOC (2-chloroethylmethyl ether), FC=1C=C(C=C(C1CN1CCOCC1)F)C=1C=CC=C2N=CC(=NC12)C=1C=NN(C1)C1CCNCC1 (8-(3,5-Difluoro-4-morpholin-4-ylmethyl-phenyl)-2-(1-piperidin-4-yl-1H-pyrazol-4-yl)-quinoxaline), C(=O)([O-])[O-].[Cs+].[Cs+] (Cs2CO3). The solvent is CN(C)C=O (DMF). Run at temperature 95 celsius. Product: FC=1C=C(C=C(C1CN1CCOCC1)F)C=1C=CC=C2N=CC(=NC12)C=1C=NN(C1)C1CCN(CC1)C(C)=O (1-(4-{4-[8-(3,5-Difluoro-4-morpholin-4-ylmethyl-phenyl)-quinoxalin-2-yl]-pyrazol-1-yl}-piperidin-1-yl)-ethanone). As a reaction SMILES: Cl[CH2:2][CH2:3][O:4]C.[F:6][C:7]1[CH:8]=[C:9]([C:21]2[CH:22]=[CH:23][CH:24]=[C:25]3[C:30]=2[N:29]=[C:28]([C:31]2[CH:32]=[N:33][N:34]([CH:36]4[CH2:41][CH2:40][NH:39][CH2:38][CH2:37]4)[CH:35]=2)[CH:27]=[N:26]3)[CH:10]=[C:11]([F:20])[C:12]=1[CH2:13][N:14]1[CH2:19][CH2:18][O:17][CH2:16][CH2:15]1.C([O-])([O-])=O.[Cs+].[Cs+]>CN(C=O)C>[F:6][C:7]1[CH:8]=[C:9]([C:21]2[CH:22]=[CH:23][CH:24]=[C:25]3[C:30]=2[N:29]=[C:28]([C:31]2[CH:32]=[N:33][N:34]([CH:36]4[CH2:41][CH2:40][N:39]([C:3](=[O:4])[CH3:2])[CH2:38][CH2:37]4)[CH:35]=2)[CH:27]=[N:26]3)[CH:10]=[C:11]([F:20])[C:12]=1[CH2:13][N:14]1[CH2:19][CH2:18][O:17][CH2:16][CH2:15]1 |f:2.3.4|. Procedure: 2-chloroethylmethyl ether (13.5 μl, 0.143 mmol) is added dropwise to a solution of 8-(3,5-Difluoro-4-morpholin-4-ylmethyl-phenyl)-2-(1-piperidin-4-yl-1H-pyrazol-4-yl)-quinoxaline (as obtained in example 98, 67 mg, 0.137 mmol), Cs2CO3 (24 mg, 0.075 mmol) in DMF (0.5 ml). The resulting mixture is heated under Ar at 95° C. for 17 h. Two products are formed in a ratio 1:1, as identified by example 122 and example 123. The reaction is quenched with water and extracted with EtOAc several times. The co... Starting materials: ClCCl, c1ccc(C(c2ccccc2)N2CCNCC2)cc1, O=CCCC1CC(c2ccccc2)=NO1. Yields the product c1ccc(C2=NOC(CCCN3CCN(C(c4ccccc4)c4ccccc4)CC3)C2)cc1. Reaction SMILES: [CH2:35]([Cl:36])[Cl:37].[c:16]1([CH:22]([N:23]2[CH2:24][CH2:25][NH:26][CH2:27][CH2:28]2)[c:29]2[cH:30][cH:31][cH:32][cH:33][cH:34]2)[cH:17][cH:18][cH:19][cH:20][cH:21]1.[c:1]1([C:7]2=[N:8][O:9][CH:10]([CH2:12][CH2:13][CH:14]=[O:15])[CH2:11]2)[cH:2][cH:3][cH:4][cH:5][cH:6]1>>[c:1]1([C:7]2=[N:8][O:9][CH:10]([CH2:12][CH2:13][CH2:14][N:26]3[CH2:25][CH2:24][N:23]([CH:22]([c:16]4[cH:17][cH:18][cH:19][cH:20][cH:21]4)[c:29]4[cH:30][cH:31][cH:32][cH:33][cH:34]4)[CH2:28][CH2:27]3)[CH2:11]2)[cH:2][cH:3][cH:4][cH:5][cH:6]1. RXN SMILES: [C:1]([O:5][C:6](=[O:25])[NH:7][C:8]1[CH:13]=[C:12]([O:14][CH2:15][C:16]([F:19])([F:18])[F:17])[C:11]([C:20]([F:23])([F:22])[F:21])=[CH:10][C:9]=1[NH2:24])([CH3:4])([CH3:3])[CH3:2].C([O:30][C:31](=O)[CH2:32][C:33]([C:35]1[CH:40]=[CH:39][CH:38]=[C:37]([C:41]2[CH:46]=[CH:45][N:44]=[C:43]([CH2:47][CH:48]([CH3:50])[CH3:49])[CH:42]=2)[CH:36]=1)=[O:34])(C)(C)C>>[C:1]([O:5][C:6](=[O:25])[NH:7][C:8]1[CH:13]=[C:12]([O:14][CH2:15][C:16]([F:18])([F:17])[F:19])[C:11]([C:20]([F:22])([F:23])[F:21])=[CH:10][C:9]=1[NH:24][C:31](=[O:30])[CH2:32][C:33]([C:35]1[CH:40]=[CH:39][CH:38]=[C:37]([C:41]2[CH:46]=[CH:45][N:44]=[C:43]([CH2:47][CH:48]([CH3:49])[CH3:50])[CH:42]=2)[CH:36]=1)=[O:34])([CH3:4])([CH3:2])[CH3:3]. Procedure: The title compound was prepared from [2-amino-5-(2,2,2-trifluoro-ethoxy)-4-trifluoromethyl-phenyl]-carbamic acid tert-butyl ester (Example J6) (262 mg, 0.70 mmol) and 3-[3-(2-isobutyl-pyridin-4-yl)-phenyl]-3-oxo-propionic acid tert-butyl ester (Example K37) (247 mg, 0.70 mmol) according to the general procedure M. Obtained as a light brown oil (320 mg, 70%). The reactants are C(C)(C)(C)OC(NC1=C(C=C(C(=C1)OCC(F)(F)F)C(F)(F)F)N)=O ([2-amino-5-(2,2,2-trifluoro-ethoxy)-4-trifluoromethyl-phenyl]-carbamic acid tert-butyl ester), C(C)(C)(C)OC(CC(=O)C1=CC(=CC=C1)C1=CC(=NC=C1)CC(C)C)=O (3-[3-(2-isobutyl-pyridin-4-yl)-phenyl]-3-oxo-propionic acid tert-butyl ester). The yield is 70.0%. The product is C(C)(C)(C)OC(NC1=C(C=C(C(=C1)OCC(F)(F)F)C(F)(F)F)NC(CC(=O)C1=CC(=CC=C1)C1=CC(=NC=C1)CC(C)C)=O)=O ([2-{3-[3-(2-Isobutyl-pyridin-4-yl)-phenyl]-3-oxo-propionylamino}-5-(2,2,2-trifluoro-ethoxy)-4-trifluoromethyl-phenyl]-carbamic acid tert-butyl ester), oil.